This data is from the Open Reaction Database (ORD), a public repository of structured organic reaction records. The task is: describe an organic reaction: reactants, conditions, products, and yield The reactants are BrC1=CC(=C(C=C1)Cl)OC (4-bromo-2-methoxy-1-chlorobenzene), tri(ο-tolyl)phosphine, Cl (HCl), [H-].[Na+] (sodium hydride), C1CC2=CC=CC=C2CC1=O (β-tetralone). Reagents/catalysts: C(C)(=O)[O-].[Pd+2].C(C)(=O)[O-] (palladium acetate). Solvent: C(C)(=O)OCC (ethyl acetate), CN(C=O)C (dimethylformamide). Reaction conditions: temperature 0 celsius, time 25 minute. The product is ClC1=C(C=C(C=C1)C1C(CCC2=CC=CC=C12)=O)OC ((±)-(1RS)-1-(4-Chloro-3-methoxyphenyl)-3,4-dihydro-2(1H)-naphthalenone). Reaction SMILES: [CH2:1]1[C:10](=[O:11])[CH2:9][C:8]2[C:3](=[CH:4][CH:5]=[CH:6][CH:7]=2)[CH2:2]1.[H-].[Na+].Br[C:15]1[CH:20]=[CH:19][C:18]([Cl:21])=[C:17]([O:22][CH3:23])[CH:16]=1.Cl>C([O-])(=O)C.[Pd+2].C([O-])(=O)C.C(OCC)(=O)C.CN(C)C=O>[Cl:21][C:18]1[CH:19]=[CH:20][C:15]([CH:9]2[C:8]3[C:3](=[CH:4][CH:5]=[CH:6][CH:7]=3)[CH2:2][CH2:1][C:10]2=[O:11])=[CH:16][C:17]=1[O:22][CH3:23] |f:1.2,5.6.7|. Procedure: Charge an oven dried, argon flushed 25-mL two-necked round bottomed flask equipped with a stirring bar with β-tetralone (1.3095 grams, 8.9575 mmoles) and 5 mL dry dimethylformamide. Cool to 0° C. with an ice bath, add sodium hydride (0.4299 grams, 8.9575 mmoles, 50% oil dispersion) and stir for 25 minutes. Filter the solution through a 5 mL syringe equipped with a bed of celite (dried in an oven) via a double-ended needle into an oven dried, argon flushed 25-mL round bottomed flask equipped with...